This data is from the Open Reaction Database (ORD), a public repository of structured organic reaction records. The task is: describe an organic reaction: reactants, conditions, products, and yield Starting materials: C1([C@H](O)[C@@H](O)[C@H](O)[C@@H](CO)O1)=O (D-glucono-1,5-lactone), NCCCN (aminopropylamine). Solvent: CO (methanol). Run at temperature 40 celsius, time 8 hour. Product: O=C([C@H](O)[C@@H](O)[C@H](O)[C@H](O)CO)N (D-gluconamide). The yield is 240.8%. RXN SMILES: [C:1]1(=[O:12])[O:11][C@H:8]([CH2:9][OH:10])[C@@H:6]([OH:7])[C@H:4]([OH:5])[C@H:2]1[OH:3].[NH2:13]CCCN>CO>[O:12]=[C:1]([NH2:13])[C@@H:2]([C@H:4]([C@@H:6]([C@@H:8]([CH2:9][OH:10])[OH:11])[OH:7])[OH:5])[OH:3]. Procedure details: A 100 ml round bottom flask equipped with a condenser, addition funnel, thermometer and mechanical stirrer was charged with D-glucono-1,5-lactone (5.4 g, 0.03 mole) and methanol (7 g). The suspension was heated to 40° C. over 15 minutes and the heating mantle removed. Soya-aminopropylamine (10.0 g, 0.03 mole) was added dropwise over 15 minutes with rapid stirring. The reaction mixture was cooled and placed in a refrigerator at 0° C. overnight. The white product was filtered, washed with cold iso... Starting materials: ClC1=C(C(=O)C#N)C=CC=C1Cl (2,3-dichlorobenzoyl cyanide), [H][H] (hydrogen), C(C)(=O)OC(C)=O (acetic anhydride). The reagents and catalysts are O=[Pt]=O (PtO2). Run in C(C)(=O)O (acetic acid). Product: C(C)(=O)NCC(=O)C1=C(C(=CC=C1)Cl)Cl (N-acetyl-2,3-dichlorophenacylamine). RXN SMILES: [Cl:1][C:2]1[C:11]([Cl:12])=[CH:10][CH:9]=[CH:8][C:3]=1[C:4]([C:6]#[N:7])=[O:5].[H][H].[C:15](OC(=O)C)(=[O:17])[CH3:16]>C(O)(=O)C.O=[Pt]=O>[C:15]([NH:7][CH2:6][C:4]([C:3]1[CH:8]=[CH:9][CH:10]=[C:11]([Cl:12])[C:2]=1[Cl:1])=[O:5])(=[O:17])[CH3:16]. Procedure: 150 g of 2,3-dichlorobenzoyl cyanide are hydrogenated with elemental hydrogen under normal pressure at 70° C. in 1.5 l of glacial acetic acid and 84.15 g of acetic anhydride over 5 g of PtO2. After absorption of 112% of the calculated amount of hydrogen (time taken: c. 5 hours), the hydrogenation is discontinued, the reaction mixture is filtered and the filtrae is concentrated by evaporation. The residual yellow oil is crystallised by addition of hexane/diethyl ether. The crystalline product is ... As a reaction SMILES: [F:1][C:2]([F:12])([F:11])[C:3]1[CH:10]=[CH:9][CH:8]=[CH:7][C:4]=1[CH2:5]Br.C([O-])([O-])=O.[K+].[K+].[C:19]([O:23][C:24](=[O:49])[CH2:25][N:26]1[C:30]2[CH:31]=[CH:32][C:33]([NH:35][S:36]([C:39]3[CH:44]=[CH:43][C:42]([F:45])=[CH:41][CH:40]=3)(=[O:38])=[O:37])=[CH:34][C:29]=2[N:28]=[C:27]1[CH2:46][CH2:47][CH3:48])([CH3:22])([CH3:21])[CH3:20]>CC#N.CCOC(C)=O.O>[C:19]([O:23][C:24](=[O:49])[CH2:25][N:26]1[C:30]2[CH:31]=[CH:32][C:33]([N:35]([CH2:5][C:4]3[CH:7]=[CH:8][CH:9]=[CH:10][C:3]=3[C:2]([F:12])([F:11])[F:1])[S:36]([C:39]3[CH:40]=[CH:41][C:42]([F:45])=[CH:43][CH:44]=3)(=[O:37])=[O:38])=[CH:34][C:29]=2[N:28]=[C:27]1[CH2:46][CH2:47][CH3:48])([CH3:22])([CH3:21])[CH3:20] |f:1.2.3|. Procedure details: 2-Trifluoromethylbenzyl bromide (0.27 mmol) and K2CO3 (63 mg, 0.45 mmol) were added to a solution of [5-(4-fluoro-benzenesulfonylamino)-2-propyl-benzoimidazol-1-yl]-acetic acid tert-butyl ester (40 mg, 0.09 mmol) in CH3CN (1 mL), and stirred overnight at 80° C. The reaction mixture was diluted with EtOAc and H2O, and then filtered through an Extrelut column. The column was washed with EtOAc, and the filtrate was concentrated. The crude product was carried onto the next reaction without any furth... Yields the product C(C)(C)(C)OC(CN1C(=NC2=C1C=CC(=C2)N(S(=O)(=O)C2=CC=C(C=C2)F)CC2=C(C=CC=C2)C(F)(F)F)CCC)=O ({5-[(2-Trifluoromethyl-benzyl)-(4-fluoro-benzenesulfonyl)-amino]-2-propyl-benzoimidazol-1-yl}-acetic acid tert-butyl ester). The solvent is CC#N (CH3CN), CCOC(=O)C (EtOAc), O (H2O). Conditions: temperature 80 celsius, time 8 hour. The reactants are FC(C1=C(CBr)C=CC=C1)(F)F (2-Trifluoromethylbenzyl bromide), C(=O)([O-])[O-].[K+].[K+] (K2CO3), C(C)(C)(C)OC(CN1C(=NC2=C1C=CC(=C2)NS(=O)(=O)C2=CC=C(C=C2)F)CCC)=O ([5-(4-fluoro-benzenesulfonylamino)-2-propyl-benzoimidazol-1-yl]-acetic acid tert-butyl ester). Procedure: 4-(3-Methyl-[1,2,4]oxadiazol-5-yl)phenol (64 mg) and 4-{3-dimethylcarbamoyl-4-[(4′-trifluoromethylbiphenyl-2-carbonyl)amino]phenyl}butanoic acid (200 mg)(synthesized separately in a similar manner to Working Example 1-1) were treated (WSC condensation) in a similar manner to Step g) of Working Example 1-1 to give the title compound (Compound 1-2) (112 mg). The reactants are CC1=NOC(=N1)C1=CC=C(C=C1)OC(CCCC1=CC(=C(C=C1)NC(=O)C=1C(=CC=CC1)C1=CC=C(C=C1)C(F)(F)F)C(N(C)C)=O)=O (4-{3-Dimethylcarbamoyl-4-[(4′-trifluoromethylbiphenyl-2-carbonyl)amino]phenyl}butanoic acid 4-(3-methyl-[1,2,4]oxadiazol-5-yl)phenyl ester), CC1=NOC(=N1)C1=CC=C(C=C1)O (4-(3-Methyl-[1,2,4]oxadiazol-5-yl)phenol), CN(C(=O)C=1C=C(C=CC1NC(=O)C=1C(=CC=CC1)C1=CC=C(C=C1)C(F)(F)F)CCCC(=O)O)C (4-{3-dimethylcarbamoyl-4-[(4′-trifluoromethylbiphenyl-2-carbonyl)amino]phenyl}butanoic acid), CCN=C=NCCCN(C)C (WSC). The product is CC1=NOC(=N1)C1=CC=C(C=C1)OC(C(CC)C1=CC(=C(C=C1)NC(=O)C=1C(=CC=CC1)C1=CC=C(C=C1)C(F)(F)F)C(N(C)C)=O)=O ((3-Dimethylcarbamoyl-4-[(4′-trifluoromethylbiphenyl-2-carbonyl)amino]phenyl}butanoic acid 4-(3-methyl-[1,2,4]oxadiazol-5-yl)phenyl ester). As a reaction SMILES: CC1N=C(C2C=CC(O)=CC=2)ON=1.[CH3:14][N:15]([CH3:49])[C:16]([C:18]1[CH:19]=[C:20](CCCC(O)=O)[CH:21]=[CH:22][C:23]=1[NH:24][C:25]([C:27]1[C:28]([C:33]2[CH:38]=[CH:37][C:36]([C:39]([F:42])([F:41])[F:40])=[CH:35][CH:34]=2)=[CH:29][CH:30]=[CH:31][CH:32]=1)=[O:26])=[O:17].CCN=C=NCCCN(C)C.[CH3:61][C:62]1[N:66]=[C:65]([C:67]2[CH:72]=[CH:71][C:70]([O:73][C:74](=[O:108])[CH2:75][CH2:76][CH2:77]C3C=CC(NC(C4C(C5C=CC(C(F)(F)F)=CC=5)=CC=CC=4)=O)=C(C(=O)N(C)C)C=3)=[CH:69][CH:68]=2)[O:64][N:63]=1>>[CH3:61][C:62]1[N:66]=[C:65]([C:67]2[CH:72]=[CH:71][C:70]([O:73][C:74](=[O:108])[CH:75]([C:20]3[CH:21]=[CH:22][C:23]([NH:24][C:25]([C:27]4[C:28]([C:33]5[CH:38]=[CH:37][C:36]([C:39]([F:42])([F:40])[F:41])=[CH:35][CH:34]=5)=[CH:29][CH:30]=[CH:31][CH:32]=4)=[O:26])=[C:18]([C:16](=[O:17])[N:15]([CH3:14])[CH3:49])[CH:19]=3)[CH2:76][CH3:77])=[CH:69][CH:68]=2)[O:64][N:63]=1. The reactants are BrB(Br)Br, O=S(=O)(c1ccccc1)n1c(C(F)F)cc2c(Cl)c(OCc3ccccc3)ccc21, ClCCl, [Na+], O=C([O-])O. Yields the product O=S(=O)(c1ccccc1)n1c(C(F)F)cc2c(Cl)c(O)ccc21. RXN SMILES: [B:31]([Br:32])([Br:33])[Br:34].[Cl:1][c:2]1[c:3]2[cH:4][c:5]([CH:28]([F:29])[F:30])[n:6]([S:19](=[O:20])(=[O:21])[c:22]3[cH:23][cH:24][cH:25][cH:26][cH:27]3)[c:7]2[cH:8][cH:9][c:10]1[O:11][CH2:12][c:13]1[cH:14][cH:15][cH:16][cH:17][cH:18]1.[Cl:40][CH2:41][Cl:42].[Na+:39].[O-:35][C:36]([OH:37])=[O:38]>>[Cl:1][c:2]1[c:3]2[cH:4][c:5]([CH:28]([F:29])[F:30])[n:6]([S:19](=[O:20])(=[O:21])[c:22]3[cH:23][cH:24][cH:25][cH:26][cH:27]3)[c:7]2[cH:8][cH:9][c:10]1[OH:11].